From a dataset of the Open Reaction Database (ORD), a public repository of structured organic reaction records. describe an organic reaction: reactants, conditions, products, and yield As a reaction SMILES: [F:1][C:2]1[CH:3]=[C:4]([N:9]2[C:13]3[CH:14]=[C:15]([F:18])[CH:16]=[CH:17][C:12]=3[N:11]=[C:10]2[C@@H:19]([NH2:21])[CH3:20])[CH:5]=[C:6]([F:8])[CH:7]=1.[NH2:22][C:23]1[C:28]([C:29]#[N:30])=[C:27](Cl)[N:26]=[CH:25][N:24]=1.CCN(C(C)C)C(C)C>CC(O)C.CCOC(C)=O>[NH2:22][C:23]1[C:28]([C:29]#[N:30])=[C:27]([NH:21][C@H:19]([C:10]2[N:9]([C:4]3[CH:5]=[C:6]([F:8])[CH:7]=[C:2]([F:1])[CH:3]=3)[C:13]3[CH:14]=[C:15]([F:18])[CH:16]=[CH:17][C:12]=3[N:11]=2)[CH3:20])[N:26]=[CH:25][N:24]=1. The solvent is CC(C)O (IPA), CCOC(=O)C (EtOAc). Reactants: FC=1C=C(C=C(C1)F)N1C(=NC2=C1C=C(C=C2)F)[C@H](C)N ((S)-1-[1-(3,5-difluorophenyl)-6-fluoro-1H-benzoimidazol-2-yl]ethylamine), NC1=NC=NC(=C1C#N)Cl (4-amino-6-chloropyrimidine-5-carbonitrile), CCN(C(C)C)C(C)C (DIPEA). Procedure: A mixture of (S)-1-[1-(3,5-difluorophenyl)-6-fluoro-1H-benzoimidazol-2-yl]ethylamine (245 mg, 0.84 mmol), 4-amino-6-chloropyrimidine-5-carbonitrile (137 mg, 0.88 mmol) and DIPEA (0.44 mL, 2.5 mmol) in IPA (1.7 mL) was heated in a sealed tube for 16 h at 90° C. After cooling to RT, the volatiles were removed under reduced pressure and the resulting residue loaded onto an Isolute® SCX-2 cartridge. The cartridge was washed with MeOH, followed by 2M NH3/MeOH. The basic fractions were combined, conce... The yield is 39.0%. Product: NC1=NC=NC(=C1C#N)N[C@@H](C)C1=NC2=C(N1C1=CC(=CC(=C1)F)F)C=C(C=C2)F (4-Amino-6-{(S)-1-[1-(3,5-difluoro-phenyl)-6-fluoro-1H-benzoimidazol-2-yl]-ethylamino}-pyrimidine-5-carbonitrile). Reaction conditions: temperature 90 celsius. Starting materials: COc1ccc(Br)cc1, O=C1Nc2ccccc2OC1Br, ClCCl, Cl[Sn](Cl)(Cl)Cl. The product is COc1ccc(Br)cc1C1Oc2ccccc2NC1=O. Reaction SMILES: [Br:13][c:14]1[cH:15][cH:16][c:17]([O:20][CH3:21])[cH:18][cH:19]1.[Br:1][CH:2]1[O:3][c:4]2[c:5]([cH:9][cH:10][cH:11][cH:12]2)[NH:6][C:7]1=[O:8].[CH2:27]([Cl:28])[Cl:29].[Sn:22]([Cl:23])([Cl:24])([Cl:25])[Cl:26]>>[CH:2]1([c:18]2[c:17]([O:20][CH3:21])[cH:16][cH:15][c:14]([Br:13])[cH:19]2)[O:3][c:4]2[c:5]([cH:9][cH:10][cH:11][cH:12]2)[NH:6][C:7]1=[O:8]. Reactants: O=C([O-])[O-], COc1ncc(I)c(OC)n1, OB(O)c1cccnc1Cl, [Na+], [Na+], CC(=O)[O-], CC(=O)[O-], [Pd+2], c1ccc(P(c2ccccc2)c2ccccc2)cc1. The product is COc1ncc(-c2cccnc2Cl)c(OC)n1. Reaction SMILES: [C:22](=[O:23])([O-:24])[O-:25].[CH3:1][O:2][c:3]1[n:4][cH:5][c:6]([I:11])[c:7]([O:9][CH3:10])[n:8]1.[Cl:12][c:13]1[n:14][cH:15][cH:16][cH:17][c:18]1[B:19]([OH:20])[OH:21].[Na+:26].[Na+:27].[O-:48][C:49]([CH3:50])=[O:51].[O-:52][C:53]([CH3:54])=[O:55].[Pd+2:47].[c:28]1([P:29]([c:30]2[cH:31][cH:32][cH:33][cH:34][cH:35]2)[c:36]2[cH:37][cH:38][cH:39][cH:40][cH:41]2)[cH:42][cH:43][cH:44][cH:45][cH:46]1>>[CH3:1][O:2][c:3]1[n:4][cH:5][c:6](-[c:18]2[c:13]([Cl:12])[n:14][cH:15][cH:16][cH:17]2)[c:7]([O:9][CH3:10])[n:8]1. Starting materials: COC1=C(C=C(OC)C(=C1)[N+](=O)[O-])C(C)CCCCCCCCCCCCCCCC (2-sec-octadecyl-5-nitrohydroquinone dimethyl ether), C(C)(=O)O (acetic acid), Br (hydrobromic acid). Run in O (water). The product is C(C)(CCCCCCCCCCCCCCCC)C1=C(O)C=C(C(=C1)O)[N+](=O)[O-] (2-sec-octadecyl-5-nitrohydroquinone). As a reaction SMILES: C[O:2][C:3]1[CH:10]=[C:9]([N+:11]([O-:13])=[O:12])[C:6]([O:7]C)=[CH:5][C:4]=1[CH:14]([CH2:16][CH2:17][CH2:18][CH2:19][CH2:20][CH2:21][CH2:22][CH2:23][CH2:24][CH2:25][CH2:26][CH2:27][CH2:28][CH2:29][CH2:30][CH3:31])[CH3:15].C(O)(=O)C.Br>O>[CH:14]([C:4]1[CH:5]=[C:6]([OH:7])[C:9]([N+:11]([O-:13])=[O:12])=[CH:10][C:3]=1[OH:2])([CH2:16][CH2:17][CH2:18][CH2:19][CH2:20][CH2:21][CH2:22][CH2:23][CH2:24][CH2:25][CH2:26][CH2:27][CH2:28][CH2:29][CH2:30][CH3:31])[CH3:15]. Procedure details: To 5.0 g of 2-sec-octadecyl-5-nitrohydroquinone dimethyl ether and 135 ml of glacial acetic acid were added 15 ml of 47% hydrobromic acid and the mixture was heated with reflux for 10 hours. After being allowed to cool, the mixture was added to water and then extracted with ether. After washing with water and drying, the solvent was distilled off under reduced pressure and the residue was purified through silica gel column chromatography. As the developing solvent,benzene/n-hexane (1:1) was used... The reactants are C(CCC)C=1N(C2=C(C(=NC=3CCCCC23)N(C(=O)OC(C)(C)C)C(=O)OC(C)(C)C)N1)CCSC1=CC=CC=C1 (di(tert-butyl) 2-butyl-1-[2-(phenylthio)ethyl]-6,7,8,9-tetrahydro-1H-imidazo[4,5-c]quinolin-4-ylimidodicarbonate), ClCCl (dichloromethane), solution, Cl (hydrochloric acid). Solvent: O1CCOCC1 (dioxane). Run at time 2 hour. Yields the product Cl.C(CCC)C=1N(C2=C(C(=NC=3CCCCC23)N)N1)CCSC1=CC=CC=C1 (2-butyl-1-[2-(phenylthio)ethyl]-6,7,8,9-tetrahydro-1H-imidazo[4,5-c]quinolin-4-amine hydrochloride). As a reaction SMILES: [CH2:1]([C:5]1[N:6]([CH2:33][CH2:34][S:35][C:36]2[CH:41]=[CH:40][CH:39]=[CH:38][CH:37]=2)[C:7]2[C:16]3[CH2:15][CH2:14][CH2:13][CH2:12][C:11]=3[N:10]=[C:9]([N:17](C(OC(C)(C)C)=O)C(OC(C)(C)C)=O)[C:8]=2[N:32]=1)[CH2:2][CH2:3][CH3:4].Cl.[Cl:43]CCl>O1CCOCC1>[ClH:43].[CH2:1]([C:5]1[N:6]([CH2:33][CH2:34][S:35][C:36]2[CH:41]=[CH:40][CH:39]=[CH:38][CH:37]=2)[C:7]2[C:16]3[CH2:15][CH2:14][CH2:13][CH2:12][C:11]=3[N:10]=[C:9]([NH2:17])[C:8]=2[N:32]=1)[CH2:2][CH2:3][CH3:4] |f:4.5|. Reported procedure: A round bottom flask was charged with a magnetic stir bar, di(tert-butyl) 2-butyl-1-[2-(phenylthio)ethyl]-6,7,8,9-tetrahydro-1H-imidazo[4,5-c]quinolin-4-ylimidodicarbonate (0.50 g, 0.86 mmol), a 4 M solution of hydrochloric acid in dioxane (5 mL), and dichloromethane (5 mL). The reaction was judged to be complete after stirring at ambient temperature for 2 hours. The volatiles were removed under reduced pressure to afford an off white solid. The material was recrystallized from acetonitrile to p...